Dataset: the Open Reaction Database (ORD), a public repository of structured organic reaction records. Task: describe an organic reaction: reactants, conditions, products, and yield Starting materials: O1C(=NC=C1)CNC1=NC(SC1)=O (4-[(1,3-oxazol-2-ylmethyl)amino]-1,3-thiazol-2(5H)-one), FC(C1=C(CN2CCC(CC2)C=O)C=CC(=C1)C(F)(F)F)(F)F (1-[2,4-bis(trifluoromethyl)benzyl]piperidine-4-carbaldehyde), C(C)(=O)[O-].[NH2+]1CCCCC1 (piperidinium acetate). Run in CC(C)O (2-propanol). Reaction conditions: temperature 60 celsius, time 5 hour. Product: FC(C1=C(CN2CCC(CC2)\C=C/2\C(=NC(S2)=O)NCC=2OC=CN2)C=CC(=C1)C(F)(F)F)(F)F ((5Z)-5-({-[2,4-bis(trifluoromethyl)benzyl]piperidin-4-yl}methylidene)-4-[(1,3-oxazol-2-ylmethyl)amino]-1,3-thiazol-2(5H)-one). The yield is 80.0%. Reaction SMILES: [O:1]1[CH:5]=[CH:4][N:3]=[C:2]1[CH2:6][NH:7][C:8]1[CH2:12][S:11][C:10](=[O:13])[N:9]=1.[F:14][C:15]([F:36])([F:35])[C:16]1[CH:30]=[C:29]([C:31]([F:34])([F:33])[F:32])[CH:28]=[CH:27][C:17]=1[CH2:18][N:19]1[CH2:24][CH2:23][CH:22]([CH:25]=O)[CH2:21][CH2:20]1.C([O-])(=O)C.[NH2+]1CCCCC1>CC(O)C>[F:36][C:15]([F:14])([F:35])[C:16]1[CH:30]=[C:29]([C:31]([F:34])([F:33])[F:32])[CH:28]=[CH:27][C:17]=1[CH2:18][N:19]1[CH2:24][CH2:23][CH:22](/[CH:25]=[C:12]2/[C:8]([NH:7][CH2:6][C:2]3[O:1][CH:5]=[CH:4][N:3]=3)=[N:9][C:10](=[O:13])[S:11]/2)[CH2:21][CH2:20]1 |f:2.3|. Procedure: To a solution of 4-[(1,3-oxazol-2-ylmethyl)amino]-1,3-thiazol-2(5H)-one (357 mg) and 1-[2,4-bis(trifluoromethyl)benzyl]piperidine-4-carbaldehyde (676 mg) in 2-propanol (5 mL) was added piperidinium acetate (289 mg) at room temperature. The reaction mixture was stirred at 60° C. for 5 hr, and the solvent was evaporated under reduced pressure. The residue was purified by silica gel column chromatography (methanol/ethyl acetate) and recrystallized from ethyl acetate/heptane to give the title compou...